This data is from the Open Reaction Database (ORD), a public repository of structured organic reaction records. The task is: describe an organic reaction: reactants, conditions, products, and yield Reactants: OCCN=C(C=1C(C(=O)O)=C(C(=C(C1Cl)Cl)Cl)Cl)O (tetrachlorophthalic acid N-2-hydroxyethylimide), CC1=CC=C(C=C1)S (p-thiocresol), C([O-])([O-])=O.[K+].[K+] (potassium carbonate). The solvent is O1CCCC1 (tetrahydrofuran). The product is OCCN=C(C=1C(C(=O)O)=C(C(=C(C1Cl)SC1=CC=C(C=C1)C)SC1=CC=C(C=C1)C)Cl)O (4,5-Bis(p-tolylthio)-3,6-dichlorophthalic acid N-2-hydroxyethylimide). As a reaction SMILES: [OH:1][CH2:2][CH2:3][N:4]=[C:5]([OH:19])[C:6]1[C:7](=[C:11]([Cl:18])[C:12](Cl)=[C:13](Cl)[C:14]=1[Cl:15])[C:8]([OH:10])=[O:9].[CH3:20][C:21]1[CH:26]=[CH:25][C:24]([SH:27])=[CH:23][CH:22]=1.C(=O)([O-])[O-].[K+].[K+]>O1CCCC1>[OH:1][CH2:2][CH2:3][N:4]=[C:5]([OH:19])[C:6]1[C:7](=[C:11]([Cl:18])[C:12]([S:27][C:24]2[CH:25]=[CH:26][C:21]([CH3:20])=[CH:22][CH:23]=2)=[C:13]([S:27][C:24]2[CH:25]=[CH:26][C:21]([CH3:20])=[CH:22][CH:23]=2)[C:14]=1[Cl:15])[C:8]([OH:10])=[O:9] |f:2.3.4|. Reported procedure: 20 g (60.8 millimols) of tetrachlorophthalic acid N-2-hydroxyethylimide, 15.86 g (127.67 millimols) of p-thiocresol, 34.03 g (246.22 millimols) of potassium carbonate and 200 ml of tetrahydrofuran are stirred at 25° C. for 2.5 days. The mixture is acidified and extracted with methylene chloride. After recrystallisation from toluene, 26.42 g (86% of theory) of the title compound are obtained; melting point 211°-2° C. Conditions: time 1 hour. Starting materials: ClC([C@H]1O[C@H]([C@@H](C(O1)=O)C)C)(Cl)Cl ((2S, 5S, 6S)-2-trichloromethyl-5,6-dimethyl-1,3-dioxan-4-one), S(O)(O)(=O)=O (sulfuric acid), CC(C)O (2-propanol). Run in O (water). RXN SMILES: Cl[C:2](Cl)(Cl)[C@@H:3]1[O:8][C:7](=[O:9])[C@@H:6]([CH3:10])[C@H:5]([CH3:11])[O:4]1.S(=O)(=O)(O)O.[CH3:19]C(O)C>O>[CH3:10][C@@H:6]([C@@H:5]([OH:4])[CH3:11])[C:7]([O:8][CH:3]([CH3:19])[CH3:2])=[O:9]. The product is C[C@H](C(=O)OC(C)C)[C@H](C)O (isopropyl (2S, 3S)-2-methyl-3-hydroxybutanoate). Procedure: To 1.0 g of (2S, 5S, 6S)-2-trichloromethyl-5,6-dimethyl-1,3-dioxan-4-one obtained by procedure similar to Example 1-(7) were added 0.1 ml of concentrated sulfuric acid and 10 ml of 2-propanol, stirred at room temperature for one hour, and 20 ml of water was added followed by ether extraction. The ether phase was dried over anhydrous sodium sulfate and the residue was subjected to distillation to give 0.4 g of isopropyl (2S, 3S)-2-methyl-3-hydroxybutanoate of the following formula. ##STR51## Procedure details: A 100 mL round bottom flask was charged with commerically available 6-chloropyrimidin-4-amine (300 mg, 2.316 mmol) and 2-bromo-1-phenylethanone (922 mg, 4.63 mmol). The mixture was suspended in acetonitrile (23.2 mL) and the flask was fitted with a reflux condenser and heated to reflux via heating mantle. The reaction mixture was let stir overnight. After 17 hours, LCMS showed a major peak consistent with desired by mass (m/z=230 [M+H]+); (Methanol/Water/Ammonium Acetate/Phenomenex Luna C18, 30×... Reaction SMILES: [Cl:1][C:2]1[N:7]=[CH:6][N:5]=[C:4]([NH2:8])[CH:3]=1.Br[CH2:10][C:11]([C:13]1[CH:18]=[CH:17][CH:16]=[CH:15][CH:14]=1)=O.CO.O.C([O-])(=O)C.[NH4+]>C(#N)C>[Cl:1][C:2]1[N:7]=[CH:6][N:5]2[CH:10]=[C:11]([C:13]3[CH:18]=[CH:17][CH:16]=[CH:15][CH:14]=3)[N:8]=[C:4]2[CH:3]=1 |f:2.3.4.5|. Reaction conditions: time 8 hour. Solvent: C(C)#N (acetonitrile). Reactants: ClC1=CC(=NC=N1)N (6-chloropyrimidin-4-amine), BrCC(=O)C1=CC=CC=C1 (2-bromo-1-phenylethanone), CO.O.C(C)(=O)[O-].[NH4+] (Methanol Water Ammonium Acetate). Yield: 38.7%. Yields the product ClC1=CC=2N(C=N1)C=C(N2)C2=CC=CC=C2 (7-chloro-2-phenylimidazo[1,2-c]pyrimidine). Yields the product ICC1=CC=C(CNC(=O)C=2N=CN(C2)C)C=C1 (N-(4-(Iodomethyl)benzyl)-1-methyl-1H-imidazole-4-carboxamide). As a reaction SMILES: C1(P(C2C=CC=CC=2)C2C=CC=CC=2)C=CC=CC=1.N1C=CN=C1.[I:25]I.O[CH2:28][C:29]1[CH:44]=[CH:43][C:32]([CH2:33][NH:34][C:35]([C:37]2[N:38]=[CH:39][N:40]([CH3:42])[CH:41]=2)=[O:36])=[CH:31][CH:30]=1>ClCCl>[I:25][CH2:28][C:29]1[CH:44]=[CH:43][C:32]([CH2:33][NH:34][C:35]([C:37]2[N:38]=[CH:39][N:40]([CH3:42])[CH:41]=2)=[O:36])=[CH:31][CH:30]=1. The reactants are OCC1=CC=C(CNC(=O)C=2N=CN(C2)C)C=C1 (N-(4-(hydroxymethyl)benzyl)-1-methyl-1H-imidazole-4-carboxamide), C1(=CC=CC=C1)P(C1=CC=CC=C1)C1=CC=CC=C1 (triphenylphosphine), N1C=NC=C1 (1H-imidazole), II (iodine). The solvent is ClCCl (dichloromethane), ClCCl (dichloromethane). Reported procedure: Gently stir for 30 min a mixture of polymer supported triphenylphosphine (1.0 g, 3 mmol/g, 3.0 mmol), 1H-imidazole (208 mg, 3.06 mmol), and iodine (776 mg; 3.06 mmol) in anhydrous dichloromethane (12 mL). To the reaction mixture, add a mixture of N-(4-(hydroxymethyl)benzyl)-1-methyl-1H-imidazole-4-carboxamide (500 mg, 2.04 mmol) in anhydrous dichloromethane (5.0 mL). Gently stir the reaction mixture for 5 hrs at room temperature. Filter the reaction mixture and wash the filtrate with an aqueous ... Yield: 73.5%. Conditions: time 30 minute. The reactants are CC1=[N+](C=CC(=C1C)[N+](=O)[O-])[O-] (2,3-dimethyl-4-nitropyridine 1-oxide), C(CC)O (n-propanol). Reaction conditions: time 16 day. The product is CC1=[N+](C=CC(=C1C)OCCC)[O-] (2,3-dimethyl-4-propoxypyridine 1-oxide). As a reaction SMILES: [CH3:1][C:2]1[C:7]([CH3:8])=[C:6]([N+]([O-])=O)[CH:5]=[CH:4][N+:3]=1[O-:12].[CH2:13]([OH:16])[CH2:14][CH3:15]>>[CH3:1][C:2]1[C:7]([CH3:8])=[C:6]([O:16][CH2:13][CH2:14][CH3:15])[CH:5]=[CH:4][N+:3]=1[O-:12]. Reported procedure: 25 g of 2,3-dimethyl-4-nitropyridine 1-oxide are dissolved in 1250 ml of n-propanol and the solution is stirred at 120° under argon for 16 days. The reaction mixture is concentrated, whereupon the residue is treated with methylene chloride-water and extracted. The organic phases are dried and concentrated. The residue is chromatographed on silica gel and purified with methylene chloride-methanol (20:1, 10:1), the medium pressure flash chromatography method being used and the pressure being produ... Starting materials: N#Cc1ccnc(-n2[nH]cc(-c3cccnc3)c2=O)c1, CCO, Cl, [Na+], [OH-], O. The product is O=C(O)c1ccnc(-n2[nH]cc(-c3cccnc3)c2=O)c1. As a reaction SMILES: [C:1](#[N:2])[c:3]1[cH:4][c:5](-[n:9]2[nH:10][cH:11][c:12](-[c:15]3[cH:16][n:17][cH:18][cH:19][cH:20]3)[c:13]2=[O:14])[n:6][cH:7][cH:8]1.[CH3:25][CH2:26][OH:27].[ClH:23].[Na+:22].[OH-:21].[OH2:24]>>[C:1]([c:3]1[cH:4][c:5](-[n:9]2[nH:10][cH:11][c:12](-[c:15]3[cH:16][n:17][cH:18][cH:19][cH:20]3)[c:13]2=[O:14])[n:6][cH:7][cH:8]1)(=[O:21])[OH:24].